The task is: describe an organic reaction: reactants, conditions, products, and yield. This data is from the Open Reaction Database (ORD), a public repository of structured organic reaction records. Reactants: C1(CC1)N1CC(C(C2=CC=C(C(=C12)F)F)=O)C(=O)O (1-cyclopropyl-7,8-difluoro-1,3-dihydro-4-oxo-3-quinolinecarboxylic acid), C12NCCC2CNC1 (2,7-diazabicyclo[3.3.0]octane), 1,4-diazabicyclo[2.2.21]octane. The solvent is CS(=O)C (dimethyl sulphoxide). Yields the product C12NCCC2CN(C1)C1=CC=C2C(C(=CN(C2=C1F)C1CC1)C(=O)O)=O (7-(2,7-Diazabicyclo[3.3.0]octan-7-yl)-1-cyclopropyl-8-fluoro-1,4-dihydro-4-oxo-3-quinolinecarboxylic acid). RXN SMILES: [CH:1]1([N:4]2[C:13]3[C:8](=[CH:9][CH:10]=[C:11](F)[C:12]=3[F:14])[C:7](=[O:16])[CH:6]([C:17]([OH:19])=[O:18])[CH2:5]2)[CH2:3][CH2:2]1.[CH:20]12[CH2:27][NH:26][CH2:25][CH:24]1[CH2:23][CH2:22][NH:21]2>CS(C)=O>[CH:20]12[CH2:27][N:26]([C:11]3[C:12]([F:14])=[C:13]4[C:8]([C:7](=[O:16])[C:6]([C:17]([OH:19])=[O:18])=[CH:5][N:4]4[CH:1]4[CH2:3][CH2:2]4)=[CH:9][CH:10]=3)[CH2:25][CH:24]1[CH2:23][CH2:22][NH:21]2. Procedure details: 620 mg (2.3 mmol) of 1-cyclopropyl-7,8-difluoro-1,3-dihydro-4-oxo-3-quinolinecarboxylic acid together with 315 mg (2.8 mmol) of 2,7-diazabicyclo[3.3.0]octane and 0.51 g (4.6 mmol) of 1,4-diazabicyclo[2.2.21]octane are heated for two hours at 120° C. in 23 ml of dimethyl sulphoxide. All volatile components are removed under a high vacuum, and the residue is stirred thoroughly with acetonitrile and dried at approximately 100° C. Reactants: C(C)(C)(C)N1N=CC(=C(C1=O)Cl)S (2-tert.-butyl-4-chloro-5-mercapto-3(2H)-pyridazinone), C([O-])([O-])=O.[K+].[K+] (potassium carbonate), C(C)(C)(C)C1=CC=C(CCl)C=C1 (4-tert.-butyl-benzyl chloride). Run in C1=CC=CC=C1 (benzene). Product: C(C)(C)(C)N1N=CC(=C(C1=O)Cl)SCC1=CC=C(C=C1)C(C)(C)C (2-tert.-butyl-4-chloro-5-(4-tert.-butylbenzylthio)-3(2H)-pyridazinone). The yield is 60.0%. RXN SMILES: [C:1]([N:5]1[C:10](=[O:11])[C:9]([Cl:12])=[C:8]([SH:13])[CH:7]=[N:6]1)([CH3:4])([CH3:3])[CH3:2].C(=O)([O-])[O-].[K+].[K+].[C:20]([C:24]1[CH:31]=[CH:30][C:27]([CH2:28]Cl)=[CH:26][CH:25]=1)([CH3:23])([CH3:22])[CH3:21]>C1C=CC=CC=1>[C:1]([N:5]1[C:10](=[O:11])[C:9]([Cl:12])=[C:8]([S:13][CH2:28][C:27]2[CH:30]=[CH:31][C:24]([C:20]([CH3:23])([CH3:22])[CH3:21])=[CH:25][CH:26]=2)[CH:7]=[N:6]1)([CH3:4])([CH3:2])[CH3:3] |f:1.2.3|. Procedure details: A mixture of 1.5 g of 2-tert.-butyl-4-chloro-5-mercapto-3(2H)-pyridazinone, 200 ml of benzene, 1.5 g of anhydrous potassium carbonate and 1.4 g of 4-tert.-butyl-benzyl chloride was subjected to reaction at a reflux temperature for 6 hours. Then, procedure similar to that in Synthesis Example 5 was conducted to obtain white crystals (yield: 60%). Reaction SMILES: [CH2:17]1[O:18][CH2:19][CH2:20][O:21][CH2:22]1.[CH:1]1([N:4]2[CH2:5][CH2:6][N:7]([C:10]([O:11][C:12]([CH3:13])([CH3:14])[CH3:15])=[O:16])[CH2:8][CH2:9]2)[CH2:2][CH2:3]1.[ClH:23]>>[CH:1]1([N:4]2[CH2:5][CH2:6][NH:7][CH2:8][CH2:9]2)[CH2:2][CH2:3]1. The product is C1CN(C2CC2)CCN1. Starting materials: C1COCCO1, CC(C)(C)OC(=O)N1CCN(C2CC2)CC1, Cl. The reactants are O=C(N1CCCC1)N1CCC2(CC1)OCCO2, CC#N, Cl, N=C(N)c1c(N)cccc1F. Yields the product NC1=NC2(CCN(C(=O)N3CCCC3)CC2)Nc2cccc(F)c21, Cl. RXN SMILES: [CH2:1]1[O:2][C:4]2([O:3][CH2:17]1)[CH2:5][CH2:6][N:7]([C:10](=[O:11])[N:12]1[CH2:13][CH2:14][CH2:15][CH2:16]1)[CH2:8][CH2:9]2.[CH3:30][C:31]#[N:32].[ClH:18].[NH2:19][c:20]1[c:21]([C:22](=[NH:23])[NH2:24])[c:25]([F:29])[cH:26][cH:27][cH:28]1>>[C:4]12([CH2:5][CH2:6][N:7]([C:10](=[O:11])[N:12]3[CH2:13][CH2:14][CH2:15][CH2:16]3)[CH2:8][CH2:9]1)[NH:19][c:20]1[c:21]([c:25]([F:29])[cH:26][cH:27][cH:28]1)[C:22]([NH2:24])=[N:23]2.[ClH:18]. The reactants are C(C)(=O)OCC (ethyl acetate), C(C(C)C)N(CC(C)C)CC (N,N-diisobutylethylamine), C1(=CC=CC=C1)S(=O)(=O)Cl (benzenesulfonyl chloride), C(C1=CC=CC=C1)OC(=O)N1CCC(CC1)OC1=CC=C(C=C1)C[C@@H](COC=1C=C(C#N)C=CC1I)NC(=O)OC(C)(C)C (3-[(2S)-3-[4-(1-benzyloxycarbonyl-4-piperidyloxy)phenyl]-2-(t-butoxycarbonylamino)propoxy]-4-iodobenzonitrile). Run in solution, Cl (hydrogen chloride), O1CCOCC1 (dioxane). Run at time 8 hour. Product: C1(=CC=CC=C1)S(=O)(=O)N[C@H](COC=1C=C(C#N)C=CC1I)CC1=CC=C(C=C1)OC1CCN(CC1)C(=O)OCC1=CC=CC=C1 (3-[(2S)-2-(benzenesulfonylamino)-3-[4-(1-benzyloxycarbonyl-4-piperidyloxy)phenyl]propoxy]-4-iodobenzonitrile). As a reaction SMILES: [CH2:1]([O:8][C:9]([N:11]1[CH2:16][CH2:15][CH:14]([O:17][C:18]2[CH:23]=[CH:22][C:21]([CH2:24][C@H:25]([NH:37]C(OC(C)(C)C)=O)[CH2:26][O:27][C:28]3[CH:29]=[C:30]([CH:33]=[CH:34][C:35]=3[I:36])[C:31]#[N:32])=[CH:20][CH:19]=2)[CH2:13][CH2:12]1)=[O:10])[C:2]1[CH:7]=[CH:6][CH:5]=[CH:4][CH:3]=1.C(N(CC)CC(C)C)C(C)C.[C:56]1([S:62](Cl)(=[O:64])=[O:63])[CH:61]=[CH:60][CH:59]=[CH:58][CH:57]=1.C(OCC)(=O)C>Cl.O1CCOCC1>[C:56]1([S:62]([NH:37][C@@H:25]([CH2:24][C:21]2[CH:20]=[CH:19][C:18]([O:17][CH:14]3[CH2:13][CH2:12][N:11]([C:9]([O:8][CH2:1][C:2]4[CH:3]=[CH:4][CH:5]=[CH:6][CH:7]=4)=[O:10])[CH2:16][CH2:15]3)=[CH:23][CH:22]=2)[CH2:26][O:27][C:28]2[CH:29]=[C:30]([CH:33]=[CH:34][C:35]=2[I:36])[C:31]#[N:32])(=[O:64])=[O:63])[CH:61]=[CH:60][CH:59]=[CH:58][CH:57]=1. Reported procedure: 1.6 g (2.7 mmol) of 3-[(2S)-3-[4-(1-benzyloxycarbonyl-4-piperidyloxy)phenyl]-2-(t-butoxycarbonylamino)propoxy]-4-iodobenzonitrile was dissolved in 4 N solution of hydrogen chloride in dioxane, and the solution was stirred at room temperature overnight. The solvent was distilled off, and the residue was dissolved in dimethylformamide. 1 ml (6 mmol) of N,N-diisobutylethylamine and 0.34 ml (2.7 mmol) of benzenesulfonyl chloride were added to the solution under cooling with ice, and they were stirre... Starting materials: C(C)(=O)O (acetic acid), C(C)(=O)OCC (ethyl acetate), ClC1=CC=C(C2=C1C(=C(O2)C)[N+](=O)[O-])N2C(N(C(=CC2=O)C(F)(F)F)C)=O (3-(4-chloro-2-methyl-3-nitrobenzofuran-7-yl)-1-methyl-6-trifluoromethyluracil). The reagents and catalysts are [Fe] (iron). The solvent is O (water). Reaction conditions: time 2 hour. The product is ClC1=CC=C(C2=C1C(=C(O2)C)NO)N2C(N(C(=CC2=O)C(F)(F)F)C)=O (3-(4-chloro-3-hydroxyamino-2-methylbenzofuran-7-yl)-1-methyl-6-trifluoromethyluracil). The yield is 54.0%. RXN SMILES: C(O)(=O)C.C(OCC)(=O)C.[Cl:11][C:12]1[C:17]2[C:18]([N+:22]([O-])=[O:23])=[C:19]([CH3:21])[O:20][C:16]=2[C:15]([N:25]2[C:30](=[O:31])[CH:29]=[C:28]([C:32]([F:35])([F:34])[F:33])[N:27]([CH3:36])[C:26]2=[O:37])=[CH:14][CH:13]=1>[Fe].O>[Cl:11][C:12]1[C:17]2[C:18]([NH:22][OH:23])=[C:19]([CH3:21])[O:20][C:16]=2[C:15]([N:25]2[C:30](=[O:31])[CH:29]=[C:28]([C:32]([F:34])([F:35])[F:33])[N:27]([CH3:36])[C:26]2=[O:37])=[CH:14][CH:13]=1. Procedure: 5 ml of acetic acid, 200 ml of ethyl acetate and 100 ml of water were added to 2.3 g (5.7 mmol) of 3-(4-chloro-2-methyl-3-nitrobenzofuran-7-yl)-1-methyl-6-trifluoromethyluracil and 1.6 g (28 mmol) of iron powder, followed by stirring for 2 hours under heating and refluxing. After completion of the reaction, insoluble matters were filtered off. The organic layer was washed sequentially with water and a sodium chloride aqueous solution and then, dried over anhydrous magnesium sulfate. The solvent ... The reactants are NC1=CC2=CN(N=C2C=C1)C1=CC=C(C=C1)N (5-amino-2-(4-aminophenyl)indazole), O1CCN(CC1)C1=CC=C(C(=O)[O-])C=C1 (4-morpholinobenzoate). The product is O1CCN(CC1)C1=CC=C(C(=O)NC2=CC3=CN(N=C3C=C2)C2=CC=C(C=C2)N2CCOCC2)C=C1 (4-Morpholino-N-(2-(4-morpholinophenyl)-2H-indazol-5-yl)benzamide). RXN SMILES: [NH2:1][C:2]1[CH:10]=[CH:9][C:8]2[C:4](=[CH:5][N:6]([C:11]3[CH:16]=[CH:15][C:14]([NH2:17])=[CH:13][CH:12]=3)[N:7]=2)[CH:3]=1.[O:18]1[CH2:23][CH2:22][N:21]([C:24]2[CH:32]=[CH:31][C:27]([C:28]([O-:30])=O)=[CH:26][CH:25]=2)[CH2:20][CH2:19]1>>[O:18]1[CH2:19][CH2:20][N:21]([C:24]2[CH:25]=[CH:26][C:27]([C:28]([NH:1][C:2]3[CH:10]=[CH:9][C:8]4[C:4](=[CH:5][N:6]([C:11]5[CH:16]=[CH:15][C:14]([N:17]6[CH2:22][CH2:23][O:18][CH2:19][CH2:20]6)=[CH:13][CH:12]=5)[N:7]=4)[CH:3]=3)=[O:30])=[CH:31][CH:32]=2)[CH2:22][CH2:23]1. Procedure: Compound 538 was prepared according to the procedure described in Scheme IV from 5-amino-2-(4-aminophenyl)indazole and 4-morpholinobenzoate. [M+H]+ calcd for C28H29N5O3: 484.23; found: 484.13.